Dataset: the Open Reaction Database (ORD), a public repository of structured organic reaction records. Task: describe an organic reaction: reactants, conditions, products, and yield Yields the product CON=C(C(=O)NC1[C@@H]2N(C(=C(CS2)CSC2=NN=NN2CC(=O)O)C(=O)O)C1=O)C1=CC(=CC=C1)O (7-[2-methoxyimino-2-(3-hydroxyphenyl)acetamido]-3-(1-carboxymethyl-1H-tetrazol-5-yl)thiomethyl-3-cephem-4-carboxylic acid). RXN SMILES: [CH3:1][O:2][N:3]=[C:4]([C:8]1[CH:13]=[CH:12][CH:11]=[C:10]([OH:14])[CH:9]=1)[C:5]([OH:7])=O.[NH2:15][CH:16]1[C:37](=[O:38])[N:18]2[C:19]([C:34]([OH:36])=[O:35])=[C:20]([CH2:23][S:24][C:25]3[N:29]([CH2:30][C:31]([OH:33])=[O:32])[N:28]=[N:27][N:26]=3)[CH2:21][S:22][C@H:17]12>>[CH3:1][O:2][N:3]=[C:4]([C:8]1[CH:13]=[CH:12][CH:11]=[C:10]([OH:14])[CH:9]=1)[C:5]([NH:15][CH:16]1[C:37](=[O:38])[N:18]2[C:19]([C:34]([OH:36])=[O:35])=[C:20]([CH2:23][S:24][C:25]3[N:29]([CH2:30][C:31]([OH:33])=[O:32])[N:28]=[N:27][N:26]=3)[CH2:21][S:22][C@H:17]12)=[O:7]. Procedure: 2-Methoxyimino-2-(3-hydroxyphenyl)acetic acid (syn isomer) (1.33 g.) and 7-amino-3-(1-carboxymethyl-1H-tetrazol-5-yl)thiomethyl-3-cephem-4-carboxylic acid (3g.) were reacted according to similar manners to those of Examples 1(b), 2(b), 3(b), and 6(b) to give powder of 7-[2-methoxyimino-2-(3-hydroxyphenyl)acetamido]-3-(1-carboxymethyl-1H-tetrazol-5-yl)thiomethyl-3-cephem-4-carboxylic acid (syn isomer) (1.447 g.). The reactants are 3(b), CON=C(C(=O)O)C1=CC(=CC=C1)O (2-Methoxyimino-2-(3-hydroxyphenyl)acetic acid), NC1[C@@H]2N(C(=C(CS2)CSC2=NN=NN2CC(=O)O)C(=O)O)C1=O (7-amino-3-(1-carboxymethyl-1H-tetrazol-5-yl)thiomethyl-3-cephem-4-carboxylic acid), 6(b), 2(b). Starting materials: CO, O=C1CC=CC2CCCC(c3ccc(Cl)cc3)N12, O=[Pt]. Yields the product O=C1CCCC2CCCC(c3ccc(Cl)cc3)N12. RXN SMILES: [CH3:21][OH:22].[Cl:1][c:2]1[cH:3][cH:4][c:5]([CH:8]2[N:9]3[C:10](=[O:18])[CH2:11][CH:12]=[CH:13][CH:14]3[CH2:15][CH2:16][CH2:17]2)[cH:6][cH:7]1.[Pt:19]=[O:20]>>[Cl:1][c:2]1[cH:3][cH:4][c:5]([CH:8]2[N:9]3[C:10](=[O:18])[CH2:11][CH2:12][CH2:13][CH:14]3[CH2:15][CH2:16][CH2:17]2)[cH:6][cH:7]1. Reactants: CC(C)(C)C(=O)c1c[nH]c2ncc(Br)nc12, CCOC(C)=O, OB(O)c1ccccc1O. The product is CC(C)(C)C(=O)c1c[nH]c2ncc(-c3ccccc3O)nc12. As a reaction SMILES: [Br:1][c:2]1[n:3][c:4]2[c:5]([n:6][cH:7]1)[nH:8][cH:9][c:10]2[C:11]([C:12]([CH3:13])([CH3:14])[CH3:15])=[O:16].[CH3:27][CH2:28][O:29][C:30]([CH3:31])=[O:32].[OH:17][c:18]1[c:19]([B:24]([OH:25])[OH:26])[cH:20][cH:21][cH:22][cH:23]1>>[c:2]1(-[c:19]2[c:18]([OH:17])[cH:23][cH:22][cH:21][cH:20]2)[n:3][c:4]2[c:5]([n:6][cH:7]1)[nH:8][cH:9][c:10]2[C:11]([C:12]([CH3:13])([CH3:14])[CH3:15])=[O:16]. The reactants are O=C([O-])[O-], CN(C)C=O, COc1cccc(OC(F)(Oc2ccc(C(=O)c3ccc(F)cc3)cc2)C(F)C(F)(F)F)c1, [K+], [K+], Sc1ccccc1. The product is COc1cccc(OC(F)(Oc2ccc(C(=O)c3ccc(Sc4ccccc4)cc3)cc2)C(F)C(F)(F)F)c1. Reaction SMILES: [C:34](=[O:35])([O-:36])[O-:37].[CH3:47][N:48]([CH3:49])[CH:50]=[O:51].[F:1][c:2]1[cH:3][cH:4][c:5]([C:6](=[O:7])[c:8]2[cH:9][cH:10][c:11]([O:14][C:15]([CH:16]([C:17]([F:18])([F:19])[F:20])[F:21])([F:22])[O:23][c:24]3[cH:25][c:26]([O:30][CH3:31])[cH:27][cH:28][cH:29]3)[cH:12][cH:13]2)[cH:32][cH:33]1.[K+:38].[K+:39].[SH:40][c:41]1[cH:42][cH:43][cH:44][cH:45][cH:46]1>>[c:2]1([S:40][c:41]2[cH:42][cH:43][cH:44][cH:45][cH:46]2)[cH:3][cH:4][c:5]([C:6](=[O:7])[c:8]2[cH:9][cH:10][c:11]([O:14][C:15]([CH:16]([C:17]([F:18])([F:19])[F:20])[F:21])([F:22])[O:23][c:24]3[cH:25][c:26]([O:30][CH3:31])[cH:27][cH:28][cH:29]3)[cH:12][cH:13]2)[cH:32][cH:33]1. The reactants are C(C)C(COC(C(=C)CC(=O)OCC(CCCC)CC)=O)CCCC (Bis(2-ethylhexyl)itaconate), C(C)C(CN)CCCC (2-Ethylhexylamine), amine, diester. Conditions: temperature 45 celsius, time 1 hour. Product: C(C)C(COC(=O)C1CN(C(C1)=O)CC(CCCC)CC)CCCC (1-(2-ethylhexyl)-5-oxo-3-pyrrolidinecarboxylic acid 2-ethylhexyl ester). As a reaction SMILES: [CH2:1]([CH:3]([CH2:22][CH2:23][CH2:24][CH3:25])[CH2:4][O:5][C:6](=[O:21])[C:7]([CH2:9][C:10]([O:12]CC(CC)CCCC)=O)=[CH2:8])[CH3:2].[CH2:26]([CH:28]([CH2:31][CH2:32][CH2:33][CH3:34])[CH2:29][NH2:30])[CH3:27]>>[CH2:1]([CH:3]([CH2:22][CH2:23][CH2:24][CH3:25])[CH2:4][O:5][C:6]([CH:7]1[CH2:9][C:10](=[O:12])[N:30]([CH2:29][CH:28]([CH2:26][CH3:27])[CH2:31][CH2:32][CH2:33][CH3:34])[CH2:8]1)=[O:21])[CH3:2]. Procedure: Bis(2-ethylhexyl)itaconate (400 g; 1.13 Mol) was charged to a 1 L reaction vessel and the material stirred mechanically under nitrogen while heating to 45° C. 2-Ethylhexylamine (1.02 equiv.: 1.15 Mol; 148.7 g) was charged to a pressure-equalizing addition funnel and the amine added dropwise to the stirred diester over the course of one hour. During the addition, a moderate exotherm was observed and the mixture was allowed to heat to 70° C. When the addition was complete, the mixture was heated t... The reactants are Cl.Cl.N[C@H]1CN(CC1)C1C(CCCC1)(O)C(C)C1=CC2=CC=CC=C2C=C1 (2-[(3R)-3-aminopyrrolidin-1-yl]-1-(2-naphthyl)ethylcyclohexanol dihydrochloride), OC1(CCCCC1)C(C(=O)N1C[C@@H](CC1)NC(OC(C)(C)C)=O)C1=CC2=CC=CC=C2C=C1 (tert-butyl {(3R)-1-[(1-hydroxycyclohexyl)(2-naphthyl)acetyl]pyrrolidin-3-yl}carbamate). The product is Cl.Cl.N[C@H]1CN(CC1)CC(C1=CC2=CC=CC=C2C=C1)C1(CCCCC1)O (1-[2-[(3R)-3-aminopyrrolidin-1-yl]-1-(2-naphthyl)ethyl]cyclohexanol Dihydrochloride). RXN SMILES: [ClH:1].Cl.N[C@@H]1CCN(C2CCCCC2(C(C2C=CC3C(=CC=CC=3)C=2)C)O)C1.[OH:28][C:29]1([CH:35]([C:51]2[CH:60]=[CH:59][C:58]3[C:53](=[CH:54][CH:55]=[CH:56][CH:57]=3)[CH:52]=2)[C:36]([N:38]2[CH2:42][CH2:41][C@@H:40]([NH:43]C(=O)OC(C)(C)C)[CH2:39]2)=O)[CH2:34][CH2:33][CH2:32][CH2:31][CH2:30]1>>[ClH:1].[ClH:1].[NH2:43][C@@H:40]1[CH2:41][CH2:42][N:38]([CH2:36][CH:35]([C:29]2([OH:28])[CH2:34][CH2:33][CH2:32][CH2:31][CH2:30]2)[C:51]2[CH:60]=[CH:59][C:58]3[C:53](=[CH:54][CH:55]=[CH:56][CH:57]=3)[CH:52]=2)[CH2:39]1 |f:0.1.2,4.5.6|. Procedure details: In an analogous manner to Example 1, step 2, 1-[2-[(3R)-3-aminopyrrolidin-1-yl]-1-(2-naphthyl)ethylcyclohexanol dihydrochloride was prepared from tert-butyl {(3R)-1-[(1-hydroxycyclohexyl)(2-naphthyl)acetyl]pyrrolidin-3-yl}carbamate. MS (ESI) m/z 339; HRMS: calcd for C22H30N2O+H+, 339.24309; found (ESI, [M+H]+), 339.243.